Task: describe an organic reaction: reactants, conditions, products, and yield. Dataset: the Open Reaction Database (ORD), a public repository of structured organic reaction records Reactants: [BH4-], C1CCOC1, CCO, CCOC(=O)C(=CC1CCOCC1)c1ccc(S(=O)(=O)C2CC2)c(C2CC2)c1, Cl, [Na+], Cl[Ni]Cl, O, O, O, O, O, O, O. The product is CCOC(=O)C(CC1CCOCC1)c1ccc(S(=O)(=O)C2CC2)c(C2CC2)c1. RXN SMILES: [BH4-:29].[CH2:36]1[O:37][CH2:38][CH2:39][CH2:40]1.[CH3:33][CH2:34][OH:35].[CH:1]1([c:4]2[cH:5][c:6]([C:16]([C:17](=[O:18])[O:19][CH2:20][CH3:21])=[CH:22][CH:23]3[CH2:24][CH2:25][O:26][CH2:27][CH2:28]3)[cH:7][cH:8][c:9]2[S:10](=[O:11])(=[O:12])[CH:13]2[CH2:14][CH2:15]2)[CH2:2][CH2:3]1.[ClH:31].[Na+:30].[Ni:47]([Cl:48])[Cl:49].[OH2:32].[OH2:41].[OH2:42].[OH2:43].[OH2:44].[OH2:45].[OH2:46]>>[CH:1]1([c:4]2[cH:5][c:6]([CH:16]([C:17](=[O:18])[O:19][CH2:20][CH3:21])[CH2:22][CH:23]3[CH2:24][CH2:25][O:26][CH2:27][CH2:28]3)[cH:7][cH:8][c:9]2[S:10](=[O:11])(=[O:12])[CH:13]2[CH2:14][CH2:15]2)[CH2:2][CH2:3]1. The product is NC1=CC(=C(C(=O)OC)C=C1)C(F)(F)F (methyl 4-amino-2-(trifluoromethyl)benzoate). Procedure: Methyl 4-nitro-2-(trifluoromethyl)benzoate (5.20 g, 20.9 mmol) was dissolved in EtOAc (100 mL) and tin chloride dihydrate (9.41 g, 41.7 mmol) was added to the reaction mixture. The reaction was heated at reflux for 2 h. The crude reaction mixture was purified by column chromatography (SiO2, EtOAc/hexanes) to give the title compound. LCMS: (FA) ES− 218.4 (M−1). The solvent is CCOC(=O)C (EtOAc). As a reaction SMILES: [N+:1]([C:4]1[CH:13]=[CH:12][C:7]([C:8]([O:10][CH3:11])=[O:9])=[C:6]([C:14]([F:17])([F:16])[F:15])[CH:5]=1)([O-])=O.O.O.[Sn](Cl)(Cl)(Cl)Cl>CCOC(C)=O>[NH2:1][C:4]1[CH:13]=[CH:12][C:7]([C:8]([O:10][CH3:11])=[O:9])=[C:6]([C:14]([F:15])([F:16])[F:17])[CH:5]=1 |f:1.2.3|. The reactants are [N+](=O)([O-])C1=CC(=C(C(=O)OC)C=C1)C(F)(F)F (Methyl 4-nitro-2-(trifluoromethyl)benzoate), O.O.[Sn](Cl)(Cl)(Cl)Cl (tin chloride dihydrate). Yields the product CCCCc1oc2ccccc2c1Cc1ccc(O)cc1. The reactants are CCCCc1oc2ccccc2c1C(O)c1ccc(O)cc1, CC[SiH](CC)CC, CCOCC, CC#N. As a reaction SMILES: [CH2:1]([CH2:2][CH2:3][CH3:4])[c:5]1[o:6][c:7]2[c:8]([c:9]1[CH:10]([c:11]1[cH:12][cH:13][c:14]([OH:17])[cH:15][cH:16]1)[OH:18])[cH:19][cH:20][cH:21][cH:22]2.[CH2:23]([SiH:24]([CH2:25][CH3:26])[CH2:27][CH3:28])[CH3:29].[CH3:30][CH2:31][O:32][CH2:33][CH3:34].[CH3:35][C:36]#[N:37]>>[CH2:1]([CH2:2][CH2:3][CH3:4])[c:5]1[o:6][c:7]2[c:8]([c:9]1[CH2:10][c:11]1[cH:12][cH:13][c:14]([OH:17])[cH:15][cH:16]1)[cH:19][cH:20][cH:21][cH:22]2. Starting materials: C(C)(C)N(CC)C(C)C (diisopropyl ethylamine), C(C1=CC=CC=C1)OCC(=O)Cl (benzyloxy-acetyl chloride), NC1=C2C(N(C(C2=CC=C1)=O)[C@H](CS(=O)(=O)C)C1=CC(=C(C=C1)OC)OCC)=O ((1S)-4-amino-2-[1-(3-ethoxy-4-methoxy-phenyl)-2-methanesulfonyl-ethyl]-isoindole-1,3-dione), C(C)(C)N(CC)C(C)C (diisopropyl ethylamine), C(C1=CC=CC=C1)OCC(=O)Cl (benzyloxy-acetyl chloride). Run in C(Cl)Cl (methylene chloride). Reaction conditions: temperature 22.5 celsius, time 1 hour. The product is C(C1=CC=CC=C1)OCC(=O)NC1=C2C(N(C(C2=CC=C1)=O)C(CS(=O)(=O)C)C1=CC(=C(C=C1)OC)OCC)=O (2-benzyloxy-N-{2-[1-(3-ethoxy-4-methoxy-phenyl)-2-methanesulfonyl-ethyl]-1,3-dioxo-2,3-dihydro-1H-isoindol-4-yl}-acetamide). Yield: 88.2%. RXN SMILES: [NH2:1][C:2]1[CH:10]=[CH:9][CH:8]=[C:7]2[C:3]=1[C:4](=[O:29])[N:5]([C@@H:12]([C:18]1[CH:23]=[CH:22][C:21]([O:24][CH3:25])=[C:20]([O:26][CH2:27][CH3:28])[CH:19]=1)[CH2:13][S:14]([CH3:17])(=[O:16])=[O:15])[C:6]2=[O:11].C(N(C(C)C)CC)(C)C.[CH2:39]([O:46][CH2:47][C:48](Cl)=[O:49])[C:40]1[CH:45]=[CH:44][CH:43]=[CH:42][CH:41]=1>C(Cl)Cl>[CH2:39]([O:46][CH2:47][C:48]([NH:1][C:2]1[CH:10]=[CH:9][CH:8]=[C:7]2[C:3]=1[C:4](=[O:29])[N:5]([CH:12]([C:18]1[CH:23]=[CH:22][C:21]([O:24][CH3:25])=[C:20]([O:26][CH2:27][CH3:28])[CH:19]=1)[CH2:13][S:14]([CH3:17])(=[O:15])=[O:16])[C:6]2=[O:11])=[O:49])[C:40]1[CH:45]=[CH:44][CH:43]=[CH:42][CH:41]=1. Procedure details: To a solution of (1S)-4-amino-2-[1-(3-ethoxy-4-methoxy-phenyl)-2-methanesulfonyl-ethyl]-isoindole-1,3-dione (1.0 g, 2.4 mmol) in methylene chloride (20 mL), was added diisopropyl ethylamine (0.45 mL, 2.6 mmol), followed by benzyloxy-acetyl chloride (0.37 mL, 2.4 mmol) at 0° C. After 1 hour, the mixture was allowed to warm to 20-25° C. After 15 minutes, the mixture was cooled back to 0° C. To the cooled mixture, was added diisopropyl ethylamine (0.18 mL), and benzyloxy-acetyl chloride (0.14 mL). ...